From a dataset of the Open Reaction Database (ORD), a public repository of structured organic reaction records. describe an organic reaction: reactants, conditions, products, and yield Reactants: ClC1=C(C(=CC=C1)Cl)[N+](=O)[O-] (2,6-dichloronitrobenzene), NCC(CO)O (3-aminopropane-1,2-diol). Solvent: CN1C(CCC1)=O (1-methyl-2-pyrrolidone). Yields the product OC(CNC1=C(C(=CC=C1)Cl)[N+](=O)[O-])CO (2-(β,γ-dihydroxypropyl)amino-6-chloronitrobenzene). Reaction SMILES: Cl[C:2]1[CH:7]=[CH:6][CH:5]=[C:4]([Cl:8])[C:3]=1[N+:9]([O-:11])=[O:10].[NH2:12][CH2:13][CH:14]([OH:17])[CH2:15][OH:16]>CN1CCCC1=O>[OH:17][CH:14]([CH2:15][OH:16])[CH2:13][NH:12][C:2]1[CH:7]=[CH:6][CH:5]=[C:4]([Cl:8])[C:3]=1[N+:9]([O-:11])=[O:10]. Reported procedure: 0.2 mole (38.4 g) of 2,6-dichloronitrobenzene and 0.6 mole (54.6 g) of 3-aminopropane-1,2-diol in 200 ml of 1-methyl-2-pyrrolidone are heated to 80° C. The reaction mixture is diluted with ice. The product expected precipitates. After recrystallizing from isopropanol, it melts at 126° C. As a reaction SMILES: CON(C)[C:4]([C:6]1[N:7]=[CH:8][N:9]([C:11]2[CH:16]=[CH:15][CH:14]=[C:13]([C:17]3[C:18]([Cl:23])=[N:19][CH:20]=[CH:21][CH:22]=3)[CH:12]=2)[CH:10]=1)=[O:5].[CH3:25][N:26]1[CH:30]=[CH:29][N:28]=[CH:27]1>>[Cl:23][C:18]1[C:17]([C:13]2[CH:12]=[C:11]([N:9]3[CH:10]=[C:6]([C:4]([C:27]4[N:26]([CH3:25])[CH:30]=[CH:29][N:28]=4)=[O:5])[N:7]=[CH:8]3)[CH:16]=[CH:15][CH:14]=2)=[CH:22][CH:21]=[CH:20][N:19]=1. Reactants: CON(C(=O)C=1N=CN(C1)C1=CC(=CC=C1)C=1C(=NC=CC1)Cl)C (1-[3-(2-Chloro-pyridin-3-yl)-phenyl]-1H-imidazole-4-carboxylic acid methoxy-methyl-amide), CN1C=NC=C1 (1-methylimidazole). The product is ClC1=NC=CC=C1C=1C=C(C=CC1)N1C=NC(=C1)C(=O)C=1N(C=CN1)C ({1-[3-(2-Chloro-pyridin-3-yl)-phenyl]-1H-imidazol-4-yl}-(1-methyl-1H-imidazol-2-yl)-methanone). Procedure: This compound is prepared by method C using compound 12l and 1-methylimidazole Starting materials: BrC1=C(C=CC=C1)S(=O)(=O)NC(C)(C)C (2-Bromo-N-(tert-butyl)benzenesulfonamide), C1(=CC=C(C=C1)[Sn](C)(C)C)C (p-tolyltrimethyltin), [Cl-] (chloride). The solvent is CN(C=O)C (dimethylformamide). Run at temperature 90 celsius, time 5 hour. The product is C(C)(C)(C)NS(=O)(=O)C1=C(C=CC=C1)C1=CC=C(C=C1)C (2'-(N-t-Butylsulfamoyl)-4-methylbiphenyl). Yield: 74.0%. As a reaction SMILES: Br[C:2]1[CH:7]=[CH:6][CH:5]=[CH:4][C:3]=1[S:8]([NH:11][C:12]([CH3:15])([CH3:14])[CH3:13])(=[O:10])=[O:9].[C:16]1([CH3:26])[CH:21]=[CH:20][C:19]([Sn](C)(C)C)=[CH:18][CH:17]=1.[Cl-]>CN(C)C=O>[C:12]([NH:11][S:8]([C:3]1[CH:4]=[CH:5][CH:6]=[CH:7][C:2]=1[C:19]1[CH:20]=[CH:21][C:16]([CH3:26])=[CH:17][CH:18]=1)(=[O:10])=[O:9])([CH3:15])([CH3:14])[CH3:13]. Procedure details: 2-Bromo-N-(tert-butyl)benzenesulfonamide (from Step B) (1.00 g, 3.92 mmol), p-tolyltrimethyltin (from Step C) (1.95 g, 6.67 mmol), bis(triphenylphosphinepalladium(II) chloride (Aldrich) (165 mg, 0.235 mmol) and dimethylformamide (25 ml) were heated with stirring under nitrogen at 90° C. for 5 hours. The black suspension was cooled to room temperature, then filtered through a pad of Celite which was washed with tetrahydrofuran. The colorless filtrate was evaporated to dryness, then chromatographe... Starting materials: resultant mixture, O (water), C(C)(C)O (isopropyl alcohol), O (water), S(O)(O)(=O)=O (sulfuric acid), C(C)(=O)OC=1C=C(C=C2N3CC4N(C4C(C(C12)COC(N)=O)(O3)OC(C)=O)C(C)=O)C=O (11-acetyl-8-carbamoyloxymethyl-4-formyl-14-oxa-1,11-diazatetracyclo[7.4.1.02,7.010,12 ]tetradeca-2,4,6-trien-6,9-diyl diacetate). Reagents/catalysts: [O-2].[O-2].[O-2].[Cr+6] (chromium trioxide). Solvent: CC(=O)C (acetone). Reaction conditions: time 30 minute. Product: C(C)(=O)OC=1C=C(C=C2N3CC4NC4C(C(C12)COC(N)=O)(O3)OC(C)=O)C(=O)O (6,9-diacetoxy-8-carbamoyloxymethyl-14-oxa-1,11-diazatetracyclo[7.4.1.02,7.010,12 ]tetradeca-2,4,6-triene-4-carboxylic acid). As a reaction SMILES: [C:1]([O:4][C:5]1[CH:6]=[C:7]([CH:31]=[O:32])[CH:8]=[C:9]2[C:17]=1[CH:16]([CH2:18][O:19][C:20](=[O:22])[NH2:21])[C:15]1([O:24][C:25](=[O:27])[CH3:26])[O:23][N:10]2[CH2:11][CH:12]2[CH:14]1[N:13]2C(=O)C)(=[O:3])[CH3:2].O.S(=O)(=O)(O)[OH:35].C(O)(C)C>CC(C)=O.[O-2].[O-2].[O-2].[Cr+6]>[C:1]([O:4][C:5]1[CH:6]=[C:7]([C:31]([OH:35])=[O:32])[CH:8]=[C:9]2[C:17]=1[CH:16]([CH2:18][O:19][C:20](=[O:22])[NH2:21])[C:15]1([O:24][C:25](=[O:27])[CH3:26])[O:23][N:10]2[CH2:11][CH:12]2[CH:14]1[NH:13]2)(=[O:3])[CH3:2] |f:5.6.7.8|. Reported procedure: To a solution of 11-acetyl-8-carbamoyloxymethyl-4-formyl-14-oxa-1,11-diazatetracyclo[7.4.1.02,7.010,12 ]tetradeca-2,4,6-trien-6,9-diyl diacetate (29 mg) in acetone (2 ml) was added a mixture of chromium trioxide (26 mg), water (76 μl) and sulfuric acid (22 μl) in an ice-water bath. After stirring for 30 minutes in an ice-water bath, isopropyl alcohol (2 ml) was added to the reaction mixture. The resultant mixture was then poured into water (10 ml) and extracted with a mixture of chloroform and m... Product: BrC1=CC=CC=2C3=C(NC12)C1CCN(C3)CC1 (7-bromo-3,4,5,6-tetrahydro-1H-2,5-ethanoazepino[4,3-b]indole). RXN SMILES: Cl.[Br:2][C:3]1[CH:8]=[CH:7][CH:6]=[CH:5][C:4]=1[NH:9]N.[N:11]12[CH2:19][CH2:18][CH:15]([CH2:16][CH2:17]1)[C:14](=O)[CH2:13][CH2:12]2.Cl>C(O)(=O)C>[Br:2][C:3]1[C:4]2[NH:9][C:14]3[CH:15]4[CH2:18][CH2:19][N:11]([CH2:12][C:13]=3[C:5]=2[CH:6]=[CH:7][CH:8]=1)[CH2:17][CH2:16]4 |f:0.1|. Starting materials: Cl.BrC1=C(C=CC=C1)NN ((2-bromophenyl)hydrazine hydrochloride), N12CCC(C(CC1)CC2)=O (1-azabicyclo[3.2.2]nonan-4-one), Cl (HCl). Reaction conditions: temperature 105 celsius, time 18 hour. Solvent: C(C)(=O)O (acetic acid). Reported procedure: A mixture of (2-bromophenyl)hydrazine hydrochloride (1.5 g, 6.71 mmol; Aldrich) and the product of Example 1A (0.94 g, 6.71 mmol) was combined with a solution of HCl in acetic acid (1.0 M, 20 mL; Aldrich) and stirred at 105° C. for 18 hours. The reaction mixture was concentrated under vacuum. The residue was taken up in toluene (100 mL) and concentrated under vacuum to remove most of the acetic acid (the azeotrope procedure was repeated a second time). The residue was dissolved in dimethyl sulfo... The reactants are C1CCN(CC1)C(=O)N=NC(=O)N2CCCCC2 (ADDP), C(CCC)P(CCCC)CCCC (tri-n-butylphosphine), CC1=NC(=CC=C1CO)C(F)(F)F ((2-methyl-6-(trifluoromethyl)pyridin-3-yl)methanol), COC(CC1=CSC2=C1C(=CC(=C2)O)F)=O (methyl(4-fluoro-6-hydroxy-1-benzothiophen-3-yl)acetate). Run in C1CCOC1 (THF). Conditions: time 2 hour. Yields the product COC(CC1=CSC2=C1C(=CC(=C2)OCC=2C(=NC(=CC2)C(F)(F)F)C)F)=O (Methyl(4-fluoro-6-((2-methyl-6-(trifluoromethyl)pyridin-3-yl)methoxy)-1-benzothiophen-3-yl)acetate). Isolated yield 85.8%. As a reaction SMILES: C(P(CCCC)CCCC)CCC.[CH3:14][C:15]1[C:20]([CH2:21][OH:22])=[CH:19][CH:18]=[C:17]([C:23]([F:26])([F:25])[F:24])[N:16]=1.[CH3:27][O:28][C:29](=[O:42])[CH2:30][C:31]1[C:35]2[C:36]([F:41])=[CH:37][C:38](O)=[CH:39][C:34]=2[S:33][CH:32]=1.C1CCN(C(N=NC(N2CCCCC2)=O)=O)CC1>C1COCC1>[CH3:27][O:28][C:29](=[O:42])[CH2:30][C:31]1[C:35]2[C:36]([F:41])=[CH:37][C:38]([O:22][CH2:21][C:20]3[C:15]([CH3:14])=[N:16][C:17]([C:23]([F:24])([F:26])[F:25])=[CH:18][CH:19]=3)=[CH:39][C:34]=2[S:33][CH:32]=1. Reported procedure: To a mixture of tri-n-butylphosphine (0.655 mL), (2-methyl-6-(trifluoromethyl)pyridin-3-yl)methanol (167 mg), methyl(4-fluoro-6-hydroxy-1-benzothiophen-3-yl)acetate (210 mg) and THF (dry) (15 mL) was added ADDP (662 mg, 2.62 mmol) at room temperature. The mixture was stirred at room temperature for 2 h and then concentrated in vacuo. To the residue was added IPE and the insoluble materials were removed by filtration. The filtrate was concentrated in vacuo. The residue was purified by silica gel ...